This data is from the Open Reaction Database (ORD), a public repository of structured organic reaction records. The task is: describe an organic reaction: reactants, conditions, products, and yield The reactants are CC1=C(C(=O)O)C=C(C=C1[N+](=O)[O-])C (2,5-Dimethyl-3-nitrobenzoic acid), NC=1C(=C(C(=O)O)C=CC1C)C (3-amino-2,4-dimethylbenzoic acid). Reagents/catalysts: [Pd] (palladium on carbon). The solvent is CO (methanol). The product is NC=1C(=C(C(=O)O)C=C(C1)C)C (3-amino- 2,5-dimethylbenzoic acid). Reaction SMILES: [CH3:1][C:2]1[C:10]([N+:11]([O-])=O)=[CH:9][C:8]([CH3:14])=[CH:7][C:3]=1[C:4]([OH:6])=[O:5].NC1C(C)=C(C=CC=1C)C(O)=O>[Pd].CO>[NH2:11][C:10]1[C:2]([CH3:1])=[C:3]([CH:7]=[C:8]([CH3:14])[CH:9]=1)[C:4]([OH:6])=[O:5]. Reported procedure: 2,5-Dimethyl-3-nitrobenzoic acid (10.0 g.) was hydrogenated in 200 ml. of methanol in the presence of 0.5 g. of 5% palladium on carbon. The catalyst was removed on a filter and the filtrate was concentrated to dryness to give 8.3 g. of 3-amino-2,4-dimethylbenzoic acid, m.p. 145.5°-146.5° C. Reactants: S(=O)(=O)(C(F)(F)F)OS(=O)(=O)C(F)(F)F (Triflic anhydride), C(C=C)C1=C(C=CC(=C1)[N+](=O)[O-])O (2-allyl-4-nitrophenol), CC1=NC(=CC=C1)C (2,6-dimethylpyridine). Solvent: ClCCl (dichloromethane). Reaction conditions: time 3 hour. Product: O(S(=O)(=O)C(F)(F)F)C1=C(C=C(C=C1)[N+](=O)[O-])CC=C (2-allyl-4-nitrophenyl triflate). Reaction SMILES: [S:1]([O:8]S(C(F)(F)F)(=O)=O)([C:4]([F:7])([F:6])[F:5])(=[O:3])=[O:2].[CH2:16]([C:19]1[CH:24]=[C:23]([N+:25]([O-:27])=[O:26])[CH:22]=[CH:21][C:20]=1O)[CH:17]=[CH2:18].CC1C=CC=C(C)N=1>ClCCl>[O:8]([C:20]1[CH:21]=[CH:22][C:23]([N+:25]([O-:27])=[O:26])=[CH:24][C:19]=1[CH2:16][CH:17]=[CH2:18])[S:1]([C:4]([F:7])([F:6])[F:5])(=[O:3])=[O:2]. Procedure details: Triflic anhydride (1.63 ml) was added dropwise to a mixture of 2-allyl-4-nitrophenol (1.79 g) and 2,6-dimethylpyridine (1.18 g) in dry dichloromethane (15 ml) at -20° C. under an atmosphere of argon. The reaction mixture was allowed to reach ambient temperature over 3 hours. The mixture was partitioned between water and dichloromethane. The organic phase was separated, washed with 1M aqueous sodium hydroxide solution, water, dried (MgSO4) and evaporated to give 2-allyl-4-nitrophenyl triflate (2.... Reactants: Br, COc1ccc2c(-c3ccc(C(F)(F)F)cc3)nsc2c1, CC(=O)O, O. The product is Oc1ccc2c(-c3ccc(C(F)(F)F)cc3)nsc2c1. As a reaction SMILES: [BrH:27].[CH3:1][O:2][c:3]1[cH:4][c:5]2[c:6]([c:7](-[c:10]3[cH:11][cH:12][c:13]([C:16]([F:17])([F:18])[F:19])[cH:14][cH:15]3)[n:8][s:9]2)[cH:20][cH:21]1.[CH3:23][C:24](=[O:25])[OH:26].[OH2:22]>>[OH:2][c:3]1[cH:4][c:5]2[c:6]([c:7](-[c:10]3[cH:11][cH:12][c:13]([C:16]([F:17])([F:18])[F:19])[cH:14][cH:15]3)[n:8][s:9]2)[cH:20][cH:21]1. The reactants are C[Si](C)(C)CCCCCCCCCCCCCCNc1ccc(C(=O)Cl)cc1, CS(N)(=O)=O, Cl, c1ccncc1. The product is C[Si](C)(C)CCCCCCCCCCCCCCNc1ccc(C(=O)NS(C)(=O)=O)cc1. Reaction SMILES: [CH3:2][Si:3]([CH2:4][CH2:5][CH2:6][CH2:7][CH2:8][CH2:9][CH2:10][CH2:11][CH2:12][CH2:13][CH2:14][CH2:15][CH2:16][CH2:17][NH:18][c:19]1[cH:20][cH:21][c:22]([C:23](=[O:24])[Cl:25])[cH:26][cH:27]1)([CH3:28])[CH3:29].[CH3:30][S:31](=[O:32])(=[O:33])[NH2:34].[ClH:1].[cH:35]1[cH:36][cH:37][n:38][cH:39][cH:40]1>>[CH3:2][Si:3]([CH2:4][CH2:5][CH2:6][CH2:7][CH2:8][CH2:9][CH2:10][CH2:11][CH2:12][CH2:13][CH2:14][CH2:15][CH2:16][CH2:17][NH:18][c:19]1[cH:20][cH:21][c:22]([C:23](=[O:24])[NH:34][S:31]([CH3:30])(=[O:32])=[O:33])[cH:26][cH:27]1)([CH3:28])[CH3:29].